describe an organic reaction: reactants, conditions, products, and yield From a dataset of the Open Reaction Database (ORD), a public repository of structured organic reaction records. Reactants: ClC1=NC=CC(=C1C=O)Cl (2,4-Dichloro-pyridine-3-carbaldehyde), BrC=1C=NC=C(C1COC1OCCCC1)Cl (3-bromo-5-chloro-4-(tetrahydro-pyran-2-yloxymethyl)-pyridine), ClC1=NC=CC(=C1CO)Cl ((2,4-dichloro-pyridin-3-yl)-methanol), ClC=1C=NC=C(C1CO)Cl ((3,5-dichloro-pyridin-4-yl)-methanol). Yields the product ClC1=NC=CC(=C1COC1OCCCC1)Cl (2,4-Dichloro-3-(tetrahydro-pyran-2-yloxymethyl)-pyridine). Reaction SMILES: [Cl:1][C:2]1[C:7]([CH:8]=[O:9])=[C:6]([Cl:10])[CH:5]=[CH:4][N:3]=1.ClC1[C:17]([CH2:18][OH:19])=[C:16](Cl)[CH:15]=[CH:14]N=1.ClC1C=NC=C(Cl)C=1CO.BrC1C=NC=C(Cl)C=1COC1CCCCO1>>[Cl:1][C:2]1[C:7]([CH2:8][O:9][CH:14]2[CH2:15][CH2:16][CH2:17][CH2:18][O:19]2)=[C:6]([Cl:10])[CH:5]=[CH:4][N:3]=1. Procedure details: 2,4-Dichloro-pyridine-3-carbaldehyde (1.565 g. 8.89 mmol) was reduced to (2,4-dichloro-pyridin-3-yl)-methanol according to the procedure described for the preparation of (3,5-dichloro-pyridin-4-yl)-methanol and subsequently protected with the THP-group according to the procedure described for the preparation 3-bromo-5-chloro-4-(tetrahydro-pyran-2-yloxymethyl)-pyridine to provide the title compound.